From a dataset of the Open Reaction Database (ORD), a public repository of structured organic reaction records. describe an organic reaction: reactants, conditions, products, and yield Reactants: [Cl-].[NH4+] (ammonium chloride), CC(C)([O-])C.[K+] (potassium t-butoxide), C(C)(C)(C)OC(NC(CN(C1=C(C=CC(=C1)F)Cl)C(CBr)=O)(C)C)=O ({2-[(2-Bromoacetyl)-(2-chloro-5-fluorophenyl)amino]-1,1-dimethylethyl}carbamic acid t-butyl ester). The solvent is O (water), O1CCCC1 (tetrahydrofuran), O1CCCC1 (tetrahydrofuran). Reaction conditions: time 10 minute. Product: C(C)(C)(C)OC(=O)N1C(CN(C(C1)=O)C1=C(C=CC(=C1)F)Cl)(C)C (4-(2-Chloro-5-fluorophenyl)-2,2-dimethyl-5-oxopiperazine-1-carboxylic acid t-butyl ester). The yield is 58.8%. As a reaction SMILES: CC(C)([O-])C.[K+].[C:7]([O:11][C:12](=[O:31])[NH:13][C:14]([CH3:30])([CH3:29])[CH2:15][N:16]([C:25](=[O:28])[CH2:26]Br)[C:17]1[CH:22]=[C:21]([F:23])[CH:20]=[CH:19][C:18]=1[Cl:24])([CH3:10])([CH3:9])[CH3:8].[Cl-].[NH4+]>O1CCCC1.O>[C:7]([O:11][C:12]([N:13]1[CH2:26][C:25](=[O:28])[N:16]([C:17]2[CH:22]=[C:21]([F:23])[CH:20]=[CH:19][C:18]=2[Cl:24])[CH2:15][C:14]1([CH3:30])[CH3:29])=[O:31])([CH3:10])([CH3:9])[CH3:8] |f:0.1,3.4|. Procedure: A solution of 2.2 g of potassium t-butoxide (19.9 mmol) in tetrahydrofuran (130 ml) was added to a solution of 5.8 g of {2-[(2-bromoacetyl)-(2-chloro-5-fluorophenyl)amino]-1,1-dimethylethyl}carbamic acid t-butyl ester obtained in Example (62b) (13.3 mmol) in tetrahydrofuran (130 ml) under a nitrogen atmosphere and under cooling in a dry ice-acetone bath over 30 minutes, and the mixture was stirred at the same temperature for 10 minutes. A saturated ammonium chloride aqueous solution was added to...